From a dataset of the Open Reaction Database (ORD), a public repository of structured organic reaction records. describe an organic reaction: reactants, conditions, products, and yield Reactants: C(C)(C)(C)OC(=O)C=1SC(=CC1NS(=O)(=O)C=1C(=CC=CC1)C)Br (5-Bromo-3-(toluene-2-sulfonylamino)-thiophene-2-carboxylic acid tert-butyl ester), S1C(=CC2=C1C=CC=C2)B(O)O (bezothiophene-2-boronic acid), C=1(C(=CC=CC1)S(=O)(=O)NC1=C(SC(=C1)C1=CC=C(C=C1)C)C(=O)O)C (3-(Toluene-2-sulfonylamino)-5-p-tolyl-thiophene-2-carboxylic acid). Reagents/catalysts: C=1C=CC(=CC1)[P](C=2C=CC=CC2)(C=3C=CC=CC3)[Pd]([P](C=4C=CC=CC4)(C=5C=CC=CC5)C=6C=CC=CC6)([P](C=7C=CC=CC7)(C=8C=CC=CC8)C=9C=CC=CC9)[P](C=1C=CC=CC1)(C=1C=CC=CC1)C=1C=CC=CC1 (Pd(PPh3)4). The product is C(C)(C)(C)OC(=O)C=1SC(=CC1NS(=O)(=O)C=1C(=CC=CC1)C)C1=CC2=C(S1)C=CC=C2 (5-Benzo[b]thiophen-2-yl-3-(toluene-2-sulfonylamino)-thiophene-2-carboxylic acid tert-butyl ester). Yield: 55.6%. Reaction SMILES: [C:1]([O:5][C:6]([C:8]1[S:9][C:10](Br)=[CH:11][C:12]=1[NH:13][S:14]([C:17]1[C:18]([CH3:23])=[CH:19][CH:20]=[CH:21][CH:22]=1)(=[O:16])=[O:15])=[O:7])([CH3:4])([CH3:3])[CH3:2].[S:25]1[C:29]2[CH:30]=[CH:31][CH:32]=[CH:33][C:28]=2[CH:27]=[C:26]1B(O)O.C1(C)C(S(NC2C=C(C3C=CC(C)=CC=3)SC=2C(O)=O)(=O)=O)=CC=CC=1>C1C=CC([P]([Pd]([P](C2C=CC=CC=2)(C2C=CC=CC=2)C2C=CC=CC=2)([P](C2C=CC=CC=2)(C2C=CC=CC=2)C2C=CC=CC=2)[P](C2C=CC=CC=2)(C2C=CC=CC=2)C2C=CC=CC=2)(C2C=CC=CC=2)C2C=CC=CC=2)=CC=1>[C:1]([O:5][C:6]([C:8]1[S:9][C:10]([C:26]2[S:25][C:29]3[CH:30]=[CH:31][CH:32]=[CH:33][C:28]=3[CH:27]=2)=[CH:11][C:12]=1[NH:13][S:14]([C:17]1[C:18]([CH3:23])=[CH:19][CH:20]=[CH:21][CH:22]=1)(=[O:16])=[O:15])=[O:7])([CH3:4])([CH3:3])[CH3:2] |^1:66,68,87,106|. Procedure details: Suzuki coupling of 5-Bromo-3-(toluene-2-sulfonylamino)-thiophene-2-carboxylic acid tert-butyl ester (43 mg, 0.1 mmol) and bezothiophene-2-boronic acid (53.4 mg, 0.3 mmol) was carried out using Pd(PPh3)4 and Na2CO3 (as described in example 2) resulted in 5-Benzo[b]thiophen-2-yl-3-(toluene-2-sulfonylamino)-thiophene-2-carboxylic acid tert-butyl ester (27 mg, 55% yield). 1H NMR (CDCl3, 400 MHz) 9.92 (s, 1H), 8.07 (d, J=7.8 Hz, 1H), 7.79-7.71 (m, 2H), 7.45-7.24 (m, 7H), 2.7 (s, 3H), 1.56 (s, 9H). Reactants: S(O)(O)(=O)=O (sulfuric acid), P(O)(O)(O)=O (phosphoric acid), [O-2].[Zn+2] (zinc oxide). Run in O (water). The product is P(=O)([O-])([O-])[O-].[Zn+2].P(=O)([O-])([O-])[O-].[Zn+2].[Zn+2] (zinc phosphate). RXN SMILES: S(=O)(=O)(O)O.[P:6](=[O:10])([OH:9])([OH:8])[OH:7].[O-2].[Zn+2:12]>O>[P:6]([O-:10])([O-:9])([O-:8])=[O:7].[Zn+2:12].[P:6]([O-:10])([O-:9])([O-:8])=[O:7].[Zn+2:12].[Zn+2:12] |f:2.3,5.6.7.8.9|. Procedure: 607 g of 97% sulfuric acid and 507 g of 85% phosphoric acid were mixed to 7,000 g of water, and 326 g of zinc oxide was added and dissolved therein to obtain an aqueous zinc phosphate solution having a phosphorus/zinc molar ratio of 1.10. The reactants are [BH4-], COC(C)(C)C, CCCC[N+](CCCC)(CCCC)CCCC, CC(C)(C)OC(=O)C1(Cl)CC1F, Cl, [Na+], O, O=S(=O)([O-])O. Product: CC(C)(C)OC(=O)C1CC1F. As a reaction SMILES: [BH4-:13].[C:39]([O:40][CH3:41])([CH3:42])([CH3:43])[CH3:44].[CH2:22]([N+:23]([CH2:24][CH2:25][CH2:26][CH3:27])([CH2:28][CH2:29][CH2:30][CH3:31])[CH2:32][CH2:33][CH2:34][CH3:35])[CH2:36][CH2:37][CH3:38].[Cl:1][C:2]1([C:6](=[O:7])[O:8][C:9]([CH3:10])([CH3:11])[CH3:12])[CH:3]([F:5])[CH2:4]1.[ClH:15].[Na+:14].[OH2:16].[S:17]([O-:18])([OH:19])(=[O:20])=[O:21]>>[CH:2]1([C:6](=[O:7])[O:8][C:9]([CH3:10])([CH3:11])[CH3:12])[CH:3]([F:5])[CH2:4]1.